From a dataset of the Open Reaction Database (ORD), a public repository of structured organic reaction records. describe an organic reaction: reactants, conditions, products, and yield The reactants are CCO, O=C1C=CCCc2ccc([N+](=O)[O-])cc21, NCc1ccccc1, c1ccccc1. Product: O=C1CC(NCc2ccccc2)CCc2ccc([N+](=O)[O-])cc21. Reaction SMILES: [CH3:30][CH2:31][OH:32].[N+:9](=[O:10])([O-:11])[c:12]1[cH:13][c:14]2[c:15]([cH:22][cH:23]1)[CH2:16][CH2:17][CH:18]=[CH:19][C:20]2=[O:21].[NH2:1][CH2:2][c:3]1[cH:4][cH:5][cH:6][cH:7][cH:8]1.[cH:24]1[cH:25][cH:26][cH:27][cH:28][cH:29]1>>[NH:1]([CH2:2][c:3]1[cH:4][cH:5][cH:6][cH:7][cH:8]1)[CH:18]1[CH2:17][CH2:16][c:15]2[c:14]([cH:13][c:12]([N+:9](=[O:10])[O-:11])[cH:23][cH:22]2)[C:20](=[O:21])[CH2:19]1. Reactants: CC(=O)N(NC(=O)C(O)C(CC(C)C)NC(=O)C1CCCCC1)c1ccccc1, CCOC(C)=O, CC#N, [Na+], [Na+], O=S([O-])([O-])=S. The product is CC(=O)N(NC(=O)C(=O)C(CC(C)C)NC(=O)C1CCCCC1)c1ccccc1. RXN SMILES: [C:1]([CH3:2])(=[O:3])[N:4]([NH:5][C:6]([CH:7]([CH:8]([CH2:9][CH:10]([CH3:11])[CH3:12])[NH:13][C:14](=[O:15])[CH:16]1[CH2:17][CH2:18][CH2:19][CH2:20][CH2:21]1)[OH:22])=[O:23])[c:24]1[cH:25][cH:26][cH:27][cH:28][cH:29]1.[CH3:30][CH2:31][O:32][C:33](=[O:34])[CH3:35].[CH3:43][C:44]#[N:45].[Na+:41].[Na+:42].[S:36]([O-:37])([O-:38])(=[O:39])=[S:40]>>[C:1]([CH3:2])(=[O:3])[N:4]([NH:5][C:6]([C:7]([CH:8]([CH2:9][CH:10]([CH3:11])[CH3:12])[NH:13][C:14](=[O:15])[CH:16]1[CH2:17][CH2:18][CH2:19][CH2:20][CH2:21]1)=[O:22])=[O:23])[c:24]1[cH:25][cH:26][cH:27][cH:28][cH:29]1.